Dataset: the Open Reaction Database (ORD), a public repository of structured organic reaction records. Task: describe an organic reaction: reactants, conditions, products, and yield Reactants: OC(CC#C)(CCCC)C (4-hydroxy-4-methyl-1-octyne), N1C=NC=C1 (imidazole), C(C)[Si](Cl)(CC)CC (triethylchlorosilane). Solvent: CN(C=O)C (dimethylformamide). Run at temperature 25 celsius, time 19 hour. Yields the product CC(CC#C)(CCCC)O[Si](CC)(CC)CC (4-methyl-4-triethylsilyloxy-1-octyne). Yield: 94.7%. RXN SMILES: [OH:1][C:2]([CH3:10])([CH2:6][CH2:7][CH2:8][CH3:9])[CH2:3][C:4]#[CH:5].N1C=CN=C1.[CH2:16]([Si:18]([CH2:22][CH3:23])([CH2:20][CH3:21])Cl)[CH3:17]>CN(C)C=O>[CH3:10][C:2]([O:1][Si:18]([CH2:22][CH3:23])([CH2:20][CH3:21])[CH2:16][CH3:17])([CH2:6][CH2:7][CH2:8][CH3:9])[CH2:3][C:4]#[CH:5]. Reported procedure: A solution of 175.8 g of 4-hydroxy-4-methyl-1-octyne (U.S. Pat. No. 4,233,231 ), 112.1 g of imidazole and 625 ml of dry dimethylformamide (DMF) was stirred under dry nitrogen and 207.9 g of triethylchlorosilane added. The resulting homogenous solution was stirred at 50°-55° for 19 hours, then cooled to 25° C. and partitioned between hexane and water. The hexane layer was washed three times with water, then dried over anhydrous magnesium sulfate (MgSO4), and hexane evaporated in vacuo. The concen... Isolated yield 50.0%. Product: COC([C@H]1N(C(CC1)C1=C(C=CC=C1)O)C(CNC(C(CC1=CC=C(C=C1)OC)SC(C)=O)=O)=O)=O (N-[N-[2-Acetylthio-3-(para-methoxyphenyl)propanoyl]glycyl]-5(ortho-hydroxyphenyl)proline methyl ester). Reactants: C(C)(=O)SC(C(=O)O)CC1=CC=C(C=C1)OC (2-acetylthio-3-(para-methoxyphenyl)propanoic acid), COC([C@H]1N(C(CC1)C1=C(C=CC=C1)O)C(CN)=O)=O (N-glycyl-5-(ortho-hydroxyphenyl)proline methyl ester). Procedure details: Condensation of 2-acetylthio-3-(para-methoxyphenyl)propanoic acid with N-glycyl-5-(ortho-hydroxyphenyl)proline methyl ester, obtained in accordance with the same protocols as those described in Preparation G, yields the expected product in the form of an oil after chromatography in an n-hexane/ethyl acetate mixture, 4:6. Reaction SMILES: [C:1]([S:4][CH:5]([CH2:9][C:10]1[CH:15]=[CH:14][C:13]([O:16][CH3:17])=[CH:12][CH:11]=1)[C:6]([OH:8])=O)(=[O:3])[CH3:2].[CH3:18][O:19][C:20](=[O:37])[C@@H:21]1[CH2:25][CH2:24][CH:23]([C:26]2[CH:31]=[CH:30][CH:29]=[CH:28][C:27]=2[OH:32])[N:22]1[C:33](=[O:36])[CH2:34][NH2:35]>CCCCCC.C(OCC)(=O)C>[CH3:18][O:19][C:20](=[O:37])[C@@H:21]1[CH2:25][CH2:24][CH:23]([C:26]2[CH:31]=[CH:30][CH:29]=[CH:28][C:27]=2[OH:32])[N:22]1[C:33](=[O:36])[CH2:34][NH:35][C:6](=[O:8])[CH:5]([S:4][C:1](=[O:3])[CH3:2])[CH2:9][C:10]1[CH:15]=[CH:14][C:13]([O:16][CH3:17])=[CH:12][CH:11]=1 |f:2.3|. Solvent: CCCCCC.C(C)(=O)OCC (n-hexane ethyl acetate).